From a dataset of the Open Reaction Database (ORD), a public repository of structured organic reaction records. describe an organic reaction: reactants, conditions, products, and yield Starting materials: C1(C=2C(C(N1CCCCCC(=O)Cl)=O)=CC=CC2)=O (6-phthalimidohexanoyl chloride), [N+](=[N-])=CC (diazoethane), Cl (hydrochloric acid). Solvent: CC(=O)C (acetone), C1(=CC=CC=C1)C (toluene). Conditions: time 15 hour. Yields the product ClC(C(CCCCCN1C(C=2C(C1=O)=CC=CC2)=O)=O)C (N-(7-chloro-6-oxooctyl)phthalimide). As a reaction SMILES: [C:1]1(=[O:19])[N:5]([CH2:6][CH2:7][CH2:8][CH2:9][CH2:10][C:11](Cl)=[O:12])[C:4](=[O:14])[C:3]2=[CH:15][CH:16]=[CH:17][CH:18]=[C:2]12.[N+](=[CH:22][CH3:23])=[N-].[ClH:24]>C1(C)C=CC=CC=1.CC(C)=O>[Cl:24][CH:22]([CH3:23])[C:11](=[O:12])[CH2:10][CH2:9][CH2:8][CH2:7][CH2:6][N:5]1[C:4](=[O:14])[C:3]2=[CH:15][CH:16]=[CH:17][CH:18]=[C:2]2[C:1]1=[O:19]. Procedure details: A solution of 6-phthalimidohexanoyl chloride (2 g.) in dry toluene was added to an ethereal solution of diazoethane at -78° C. and the mixture was allowed to warm to room temperature and stand for 15 hours. On standing a solid crystallized out of solution. The reaction mixture was filtered and the filtrate evaporated to dryness giving 1.43 g. of yellow-green oil. This oil was then dissolved in acetone and concentrated hydrochloric acid added until effervescence ceased. The resulting yellow-brown... Starting materials: solution, C(CCC)[Li] (n-butyllithium), C(=CCC)C(=C1C=CC=C1)C (6-(butenyl)-6-methylfulvene), C1=CC=CC=2C3=CC=CC=C3CC12 (fluorene), C1(=CC=CC=2C3=CC=CC=C3CC12)[Li] (fluorenyl lithium). Run in CCCCCC (hexane), C1CCOC1 (THF), C1CCOC1 (THF), O (water). Conditions: time 8 hour. Yields the product C1(C=CC=C1)C(CCC=C)(C)C1C2=CC=CC=C2C=2C=CC=CC12 (5-(cyclopentadienyl)-5-(9-fluorenyl)-1-hexene). As a reaction SMILES: [CH:1]1[C:13]2[CH2:12][C:11]3[C:6](=[CH:7][CH:8]=[CH:9][CH:10]=3)[C:5]=2[CH:4]=[CH:3][CH:2]=1.C([Li])CCC.[CH:19]([C:23]([CH3:29])=[C:24]1[CH:28]=[CH:27][CH:26]=[CH:25]1)=[CH:20][CH2:21][CH3:22].C1([Li])C2CC3C(=CC=CC=3)C=2C=CC=1>C1COCC1.CCCCCC.O>[CH:24]1([C:23]([CH:12]2[C:11]3[CH:10]=[CH:9][CH:8]=[CH:7][C:6]=3[C:5]3[C:13]2=[CH:1][CH:2]=[CH:3][CH:4]=3)([CH3:29])[CH2:19][CH2:20][CH:21]=[CH2:22])[CH:28]=[CH:27][CH:26]=[CH:25]1. Procedure details: A solution was prepared by dissolving 10 g of fluorene in 100 mL of THF and then this was slowly reacted with 37.6 mL of a 1.6 molar solution of n-butyllithium in hexane. This dark red solution was stirred overnight at room temperature. Then a solution was prepared by combining 8.8 g of 6-(butenyl)-6-methylfulvene with 50 mL of THF. This solution was then added dropwise over a period of one half hour to the solution of the fluorenyl lithium salt. That reaction mixture was stirred overnight at ro... The reactants are COCCOC, FC(F)(F)c1ccc(CBr)cc1, CCOC(=O)CC(=O)c1ccc(F)cc1F, [H-], [Na+], O. Product: CCOC(=O)C(Cc1ccc(C(F)(F)F)cc1)C(=O)c1ccc(F)cc1F. As a reaction SMILES: [CH3:32][O:33][CH2:34][CH2:35][O:36][CH3:37].[F:19][C:20]([c:21]1[cH:22][cH:23][c:24]([CH2:25][Br:26])[cH:27][cH:28]1)([F:29])[F:30].[F:1][c:2]1[c:3]([C:9]([CH2:10][C:11](=[O:12])[O:13][CH2:14][CH3:15])=[O:16])[cH:4][cH:5][c:6]([F:8])[cH:7]1.[H-:17].[Na+:18].[OH2:31]>>[F:1][c:2]1[c:3]([C:9]([CH:10]([C:11](=[O:12])[O:13][CH2:14][CH3:15])[CH2:25][c:24]2[cH:23][cH:22][c:21]([C:20]([F:19])([F:29])[F:30])[cH:28][cH:27]2)=[O:16])[cH:4][cH:5][c:6]([F:8])[cH:7]1. Reactants: C-2. 6-[2-(Dimethylamino)ethenyl]-5-(2-thienylcarbonyl)-2(1H)-pyridinone, CC1=C(C=CC(N1)=O)C(=O)C=1SC=CC1 (6-methyl-5-(2-thienylcarbonyl)-2(1H)-pyridinone), CN(C)C(OC(C)(C)C)N(C)C (bis(dimethylamino)-t-butoxymethane). Solvent: O1CCOCC1 (p-dioxane). Yields the product S1C(=CC=C1)C(=O)C=1C=CC(NC1)=O (5-(2-thienylcarbonyl)-2(1H)-pyridinone). RXN SMILES: C[C:2]1[NH:7][C:6](=[O:8])[CH:5]=[CH:4][C:3]=1[C:9]([C:11]1[S:12][CH:13]=[CH:14][CH:15]=1)=[O:10].CN(C(N(C)C)OC(C)(C)C)C>O1CCOCC1>[S:12]1[CH:13]=[CH:14][CH:15]=[C:11]1[C:9]([C:3]1[CH:4]=[CH:5][C:6](=[O:8])[NH:7][CH:2]=1)=[O:10]. Reported procedure: C-2. 6-[2-(Dimethylamino)ethenyl]-5-(2-thienylcarbonyl)-2(1H)-pyridinone--To a mixture containing 57.8 g of 6-methyl-5-(2-thienylcarbonyl)-2(1H)-pyridinone in 400 ml of p-dioxane was added with stirring 62 g of bis(dimethylamino)-t-butoxymethane and the resulting reaction mixture was heated on a steam bath for 2 and 1/2 hours and then cooled. The separated product was collected, washed with isopropyl alcohol, dried in a vacuum oven at 90° C. to yield 70.1 g of 6-[2-dimethylamino)ethenyl]-5-(2-th... Starting materials: NC1=C(NC2=CC(=CC=C12)Cl)C(C(C)(C)C)=O (3-amino-6-chloro-2-trimethylacetylindole), C(C)(=O)Cl (acetyl chloride). Product: C(C)(=O)NC1=C(NC2=CC(=CC=C12)Cl)C(C(C)(C)C)=O (3-Acetylamino-6-chloro-2-trimethylacetylindole). Reaction SMILES: [NH2:1][C:2]1[C:10]2[C:5](=[CH:6][C:7]([Cl:11])=[CH:8][CH:9]=2)[NH:4][C:3]=1[C:12](=[O:17])[C:13]([CH3:16])([CH3:15])[CH3:14].[C:18](Cl)(=[O:20])[CH3:19]>>[C:18]([NH:1][C:2]1[C:10]2[C:5](=[CH:6][C:7]([Cl:11])=[CH:8][CH:9]=2)[NH:4][C:3]=1[C:12](=[O:17])[C:13]([CH3:14])([CH3:16])[CH3:15])(=[O:20])[CH3:19]. Procedure: The title compound was prepared according to the procedure described in Example 19 employing 3-amino-6-chloro-2-trimethylacetylindole (Example 89) and acetyl chloride. m.p.: 190-193° C. 1H-NMR (CDCl3) δ: 10.46 (1H, br s), 8.40 (1H, br s), 8.22 (1H, d, J=9.2 Hz), 7.29 (1H, s), 7.05 (1H, d, J=9.2 Hz), 2.29 (3H, s), 1.42 (9H, s) Product: C(#CCC)C1=NC=CC(=C1)C(=O)OC (Methyl 2-(n-but-1-ynyl)pyridine-4-carboxylate). Conditions: temperature 80 celsius. The solvent is C(C)N(CC)CC (triethylamine). Reagents/catalysts: Cl[Pd]([P](C1=CC=CC=C1)(C2=CC=CC=C2)C3=CC=CC=C3)([P](C4=CC=CC=C4)(C5=CC=CC=C5)C6=CC=CC=C6)Cl (bis(triphenylphosphine)palladium(II) chloride), [Cu]I (copper(I) iodide). Starting materials: ClC1=NC=CC(=C1)C(=O)OC (methyl 2-chloropyridine-4-carboxylate), C#CCC (n-but-1-yne). Reaction SMILES: Cl[C:2]1[CH:7]=[C:6]([C:8]([O:10][CH3:11])=[O:9])[CH:5]=[CH:4][N:3]=1.[CH:12]#[C:13][CH2:14][CH3:15]>Cl[Pd](Cl)([P](C1C=CC=CC=1)(C1C=CC=CC=1)C1C=CC=CC=1)[P](C1C=CC=CC=1)(C1C=CC=CC=1)C1C=CC=CC=1.[Cu]I.C(N(CC)CC)C>[C:12]([C:2]1[CH:7]=[C:6]([C:8]([O:10][CH3:11])=[O:9])[CH:5]=[CH:4][N:3]=1)#[C:13][CH2:14][CH3:15] |^1:18,37|. Reported procedure: A mixture of methyl 2-chloropyridine-4-carboxylate (3.32 g, 19.3 mmol), bis(triphenylphosphine)palladium(II) chloride (0.82 g, 1.1 mmol), copper(I) iodide (0.36 g, 1.9 mmol), triethylamine (30 mL), and n-but-1-yne (˜5 g) was heated in a sealed tube at 80° C. overnight. The product mixture was concentrated, and the residue was subjected to column chromatography on silica gel eluting with chloroform. Collection and concentration of appropriate fractions provided the title compound. The reactants are Cl (hydrochloric acid), C(O)([O-])=O.[Na+] (sodium hydrogen carbonate), C(C)OC(=O)[C@]1([C@@H]2C[C@H]([C@]([C@H]12)(C(=O)O)N)OCC1=CC(=C(C=C1)Cl)Cl)F ((1R,2R,3R,5R,6R)-2-amino-3-(3,4-dichlorobenzyloxy)-6-fluorobicyclo[3.1.0]hexane-2,6-dicarboxylic acid 6-ethyl ester), ClC(=O)OCC=C (allyl chloroformate). Solvent: O1CCOCC1 (dioxane), O (water). Conditions: time 10 minute. Yields the product C(C)OC(=O)[C@]1([C@@H]2C[C@H]([C@]([C@H]12)(C(=O)OC(C)CC)NC(=O)OCC=C)OCC1=CC(=C(C=C1)Cl)Cl)F ((1R,2R,3R,5R,6R)-2-allyloxycarbonylamino-3-(3,4-dichlorobenzyloxy)-6-fluorobicyclo[3.1.0]hexane-2,6-dicarboxylic acid 2-butyl ester 6-ethyl ester). As a reaction SMILES: C(=O)([O-])O.[Na+].[CH2:6]([O:8][C:9]([C@:11]1([F:31])[C@@H:16]2[C@H:12]1[CH2:13][C@@H:14]([O:21][CH2:22][C:23]1[CH:28]=[CH:27][C:26]([Cl:29])=[C:25]([Cl:30])[CH:24]=1)[C@@:15]2([NH2:20])[C:17]([OH:19])=[O:18])=[O:10])[CH3:7].Cl[C:33]([O:35][CH2:36][CH:37]=[CH2:38])=[O:34].Cl>O1CCOCC1.O>[CH2:6]([O:8][C:9]([C@:11]1([F:31])[C@@H:16]2[C@H:12]1[CH2:13][C@@H:14]([O:21][CH2:22][C:23]1[CH:28]=[CH:27][C:26]([Cl:29])=[C:25]([Cl:30])[CH:24]=1)[C@@:15]2([NH:20][C:33]([O:35][CH2:36][CH:37]=[CH2:38])=[O:34])[C:17]([O:19][CH:11]([CH2:12][CH3:13])[CH3:9])=[O:18])=[O:10])[CH3:7] |f:0.1|. Procedure: 2 mL of saturated sodium hydrogen carbonate was added to 200 mg of (1R,2R,3R,5R,6R)-2-amino-3-(3,4-dichlorobenzyloxy)-6-fluorobicyclo[3.1.0]hexane-2,6-dicarboxylic acid 6-ethyl ester suspended in 1 mL of dioxane, and the mixture was stirred for 10 minutes at room temperature. 0.18 mL of allyl chloroformate was added thereto, and the solution was stirred for 8 hours at room temperature. After the reaction solution was acidified with 1 mL of 1N hydrochloric acid, 10 mL of water was added thereto, ... Reactants: CC(c1ccccc1)N1CCOC(c2ccc(Br)cc2)C1, N=C(c1ccccc1)c1ccccc1, CC(C)(C)P(c1ccccc1-c1ccccc1)C(C)(C)C, CC(C)(C)[O-], Cc1ccccc1, O=C(C=Cc1ccccc1)C=Cc1ccccc1, ClC(Cl)Cl, O=C(C=Cc1ccccc1)C=Cc1ccccc1, O=C(C=Cc1ccccc1)C=Cc1ccccc1, [Na+], [Pd], [Pd]. Product: CC(c1ccccc1)N1CCOC(c2ccc(N)cc2)C1. RXN SMILES: [Br:1][c:2]1[cH:3][cH:4][c:5]([CH:8]2[O:9][CH2:10][CH2:11][N:12]([CH:14]([CH3:15])[c:16]3[cH:17][cH:18][cH:19][cH:20][cH:21]3)[CH2:13]2)[cH:6][cH:7]1.[C:22]([c:23]1[cH:24][cH:25][cH:26][cH:27][cH:28]1)([c:29]1[cH:30][cH:31][cH:32][cH:33][cH:34]1)=[NH:35].[C:42]([P:43]([C:44]([CH3:45])([CH3:46])[CH3:47])[c:48]1[cH:49][cH:50][cH:51][cH:52][c:53]1-[c:54]1[cH:55][cH:56][cH:57][cH:58][cH:59]1)([CH3:60])([CH3:61])[CH3:62].[CH3:36][C:37]([CH3:38])([O-:39])[CH3:40].[CH3:63][c:64]1[cH:65][cH:66][cH:67][cH:68][cH:69]1.[CH:112](=[CH:113][C:114]([CH:115]=[CH:116][c:117]1[cH:118][cH:119][cH:120][cH:121][cH:122]1)=[O:123])[c:124]1[cH:125][cH:126][cH:127][cH:128][cH:129]1.[CH:70]([Cl:71])([Cl:72])[Cl:73].[CH:76](=[CH:77][C:78]([CH:79]=[CH:80][c:81]1[cH:82][cH:83][cH:84][cH:85][cH:86]1)=[O:87])[c:88]1[cH:89][cH:90][cH:91][cH:92][cH:93]1.[CH:94](=[CH:95][C:96]([CH:97]=[CH:98][c:99]1[cH:100][cH:101][cH:102][cH:103][cH:104]1)=[O:105])[c:106]1[cH:107][cH:108][cH:109][cH:110][cH:111]1.[Na+:41].[Pd:74].[Pd:75]>>[c:2]1([NH2:35])[cH:3][cH:4][c:5]([CH:8]2[O:9][CH2:10][CH2:11][N:12]([CH:14]([CH3:15])[c:16]3[cH:17][cH:18][cH:19][cH:20][cH:21]3)[CH2:13]2)[cH:6][cH:7]1.